Task: describe an organic reaction: reactants, conditions, products, and yield. Dataset: the Open Reaction Database (ORD), a public repository of structured organic reaction records The reactants are OO (H2O2), CN1C(N(C=2C(C1=O)=C(N(N2)CC2=CC=C(C=C2)S(=O)(=O)C)SC)CC(C)(C)C)=O (5-methyl-2-(4-(methylsulfonyl)benzyl)-3-(methylthio)-7-neopentyl-2H-pyrazolo[3,4-d]pyrimidine-4,6(5H,7H)-dione), C(C)(=O)O (acetic acid). The solvent is CC#N (CH3CN), C(Cl)Cl (CH2Cl2). Product: CN1C(N(C=2C(C1=O)=C(N(N2)CC2=CC=C(C=C2)S(=O)(=O)C)S(=O)C)CC(C)(C)C)=O (5-methyl-3-(methylsulfinyl)-2-(4-(methylsulfonyl)benzyl)-7-neopentyl-2H-pyrazolo[3,4-d]pyrimidine-4,6(5H,7H)-dione). Yield: 58.5%. RXN SMILES: [CH3:1][N:2]1[C:7](=[O:8])[C:6]2=[C:9]([S:23][CH3:24])[N:10]([CH2:12][C:13]3[CH:18]=[CH:17][C:16]([S:19]([CH3:22])(=[O:21])=[O:20])=[CH:15][CH:14]=3)[N:11]=[C:5]2[N:4]([CH2:25][C:26]([CH3:29])([CH3:28])[CH3:27])[C:3]1=[O:30].OO.C(O)(=[O:35])C>C(Cl)Cl.CC#N>[CH3:1][N:2]1[C:7](=[O:8])[C:6]2=[C:9]([S:23]([CH3:24])=[O:35])[N:10]([CH2:12][C:13]3[CH:14]=[CH:15][C:16]([S:19]([CH3:22])(=[O:20])=[O:21])=[CH:17][CH:18]=3)[N:11]=[C:5]2[N:4]([CH2:25][C:26]([CH3:27])([CH3:29])[CH3:28])[C:3]1=[O:30]. Procedure: 5-methyl-2-(4-(methylsulfonyl)benzyl)-3-(methylthio)-7-neopentyl-2H-pyrazolo[3,4-d]pyrimidine-4,6(5H,7H)-dione (11.4 mg, 0.022 mmol) is dissolved in CH2Cl2 (200 μL) and CH3CN (100 μL), and then 30% H2O2 aqueous solution (75 μL, 0.66 mmol) is added, followed by acetic acid (6.6 mg, 0.11 mmol). The reaction mixture is stirred at room temperature over a weekend, and then purified by a semi-preparative HPLC to give 6 mg of product as white solids. MS (ESI) m/z 467.1 [M+H]+. The reactants are BrC(C(=O)C=1C=CC2=C(NC(C(O2)CC)=O)C1)C (6-(2-bromopropionyl)-2-ethyl-3-oxo-3,4-dihydro-2H-1,4-benzoxazine), NC1=NC=CC=C1 (2-aminopyridine). Product: CC1=C(N=C2N1C=CC=C2)C=2C=CC1=C(NC(C(O1)CC)=O)C2 (6-(3-Methylimidazo[1,2-a]pyridin-2-yl)-2-ethyl-3-oxo-3,4-dihydro-2H-1,4-benzoxazine). Isolated yield 47.7%. As a reaction SMILES: Br[CH:2]([CH3:18])[C:3]([C:5]1[CH:6]=[CH:7][C:8]2[O:13][CH:12]([CH2:14][CH3:15])[C:11](=[O:16])[NH:10][C:9]=2[CH:17]=1)=O.[NH2:19][C:20]1[CH:25]=[CH:24][CH:23]=[CH:22][N:21]=1>>[CH3:18][C:2]1[N:21]2[CH:22]=[CH:23][CH:24]=[CH:25][C:20]2=[N:19][C:3]=1[C:5]1[CH:6]=[CH:7][C:8]2[O:13][CH:12]([CH2:14][CH3:15])[C:11](=[O:16])[NH:10][C:9]=2[CH:17]=1. Procedure details: 6-(3-Methylimidazo[1,2-a]pyridin-2-yl)-2-ethyl-3-oxo-3,4-dihydro-2H-1,4-benzoxazine (1.07 g) was prepared in substantially the same manner as that of Example 16 from 6-(2-bromopropionyl)-2-ethyl-3-oxo-3,4-dihydro-2H-1,4-benzoxazine (2.28 g) and 2-aminopyridine (2.0 g). Reactants: OC=1C=C(C=CC1)N1N=C(C=2C1=NC=CC2)C2=CC=CC=C2 (1-(3-hydroxyphenyl)-3-phenyl-1H-pyrazolo[3,4-b]pyridine), CN(C=O)C (dimethylformamide), CN(CC(CCl)C)C (3-dimethylamino-2-methylpropylchloride), C([O-])([O-])=O.[K+].[K+] (potassium carbonate). Reaction conditions: temperature 100 celsius, time 6 hour. Yields the product CN(CC(COC=1C=C(C=CC1)N1N=C(C=2C1=NC=CC2)C2=CC=CC=C2)C)C.C(\C=C/C(=O)[O-])(=O)[O-] (1-[3-(3-dimethylamino-2-methylpropoxy)phenyl]-3-phenyl-1H-pyrazolo[3,4-b]pyridine·maleate). As a reaction SMILES: [OH:1][C:2]1[CH:3]=[C:4]([N:8]2[C:12]3=[N:13][CH:14]=[CH:15][CH:16]=[C:11]3[C:10]([C:17]3[CH:22]=[CH:21][CH:20]=[CH:19][CH:18]=3)=[N:9]2)[CH:5]=[CH:6][CH:7]=1.[CH3:23][N:24]([CH3:30])[CH2:25][CH:26]([CH3:29])[CH2:27]Cl.[C:31](=[O:34])([O-:33])[O-].[K+].[K+].CN(C)C=[O:40]>>[CH3:23][N:24]([CH3:30])[CH2:25][CH:26]([CH3:29])[CH2:27][O:1][C:2]1[CH:3]=[C:4]([N:8]2[C:12]3=[N:13][CH:14]=[CH:15][CH:16]=[C:11]3[C:10]([C:17]3[CH:18]=[CH:19][CH:20]=[CH:21][CH:22]=3)=[N:9]2)[CH:5]=[CH:6][CH:7]=1.[C:2]([O-:1])(=[O:40])/[CH:7]=[CH:6]\[C:31]([O-:33])=[O:34] |f:2.3.4,6.7|. Procedure details: In 70 ml of dimethylformamide were suspended 4.0 g of 1-(3-hydroxyphenyl)-3-phenyl-1H-pyrazolo[3,4-b]pyridine, 2.6 g of 3-dimethylamino-2-methylpropylchloride and 2.3 g of potassium carbonate. The mixture was stirred at 100° C. for 6 hours. The solvent was distilled off under reduced pressure. By adding maleic acid, the residue was converted into the salt. The obtained crude crystals were recrystallized from a mixed solvent of ethyl acetate and ethanol to give 5.2 g of 1-[3-(3-dimethylamino-2-me... Reactants: FC=1C=C(C=CC1N1N=CC=N1)[N+](=O)[O-] (3-fluoro-1-nitro-4-(2H-1,2,3-triazol-2-yl)benzene), [H][H] (hydrogen), ClC(=O)OCC1=CC=CC=C1 (benzyl chloroformate). Reagents/catalysts: [Ni] (Raney Nickel). Solvent: O (water), C(C)(=O)OCC (ethyl acetate), C(C)(=O)OCC (ethyl acetate), CO (methanol). Run at temperature 0 celsius, time 1 hour. The product is FC=1C=C(C=CC1N1N=CC=N1)NC(=O)OCC1=CC=CC=C1 (3-Fluoro-1-(phenylmethoxycarbonylamino)-4-(2H-1,2,3-triazol-2-yl)benzene). The yield is 83.6%. As a reaction SMILES: [F:1][C:2]1[CH:3]=[C:4]([N+:13]([O-])=O)[CH:5]=[CH:6][C:7]=1[N:8]1[N:12]=[CH:11][CH:10]=[N:9]1.[H][H].Cl[C:19]([O:21][CH2:22][C:23]1[CH:28]=[CH:27][CH:26]=[CH:25][CH:24]=1)=[O:20]>C(OCC)(=O)C.CO.[Ni].O>[F:1][C:2]1[CH:3]=[C:4]([NH:13][C:19]([O:21][CH2:22][C:23]2[CH:28]=[CH:27][CH:26]=[CH:25][CH:24]=2)=[O:20])[CH:5]=[CH:6][C:7]=1[N:8]1[N:12]=[CH:11][CH:10]=[N:9]1. Procedure: A solution of 6.0 g (28.82 mmol) of 3-fluoro-1-nitro-4-(2H-1,2,3-triazol-2-yl)benzene in 150 mL ethyl acetate and 25 mL methanol was treated with 750 mg of W-2 Raney Nickel. The mixture was hydrogenated on a Paar shaker under 45 psi hydrogen pressure for 24 h. The mixture was filtered through celite and the filtrate was concentrated in vacuo. The residue was dissolved in 150 mL acetone, treated with 72 mL saturated sodium bicarbonate solution, followed by cooling to 0° C. The mixture was treated... Starting materials: CC(C)(C)OC(=O)N1CCCC1C=NOCc1ccccc1, ClCCl, O=C(O)C(F)(F)F. Product: C(=NOCc1ccccc1)C1CCCN1. As a reaction SMILES: [C:1]([O:2][C:3](=[O:4])[N:8]1[CH:9]([CH:13]=[N:14][O:15][CH2:16][c:17]2[cH:18][cH:19][cH:20][cH:21][cH:22]2)[CH2:10][CH2:11][CH2:12]1)([CH3:5])([CH3:6])[CH3:7].[Cl:30][CH2:31][Cl:32].[F:23][C:24]([F:25])([F:26])[C:27]([OH:28])=[O:29]>>[NH:8]1[CH:9]([CH:13]=[N:14][O:15][CH2:16][c:17]2[cH:18][cH:19][cH:20][cH:21][cH:22]2)[CH2:10][CH2:11][CH2:12]1. The reactants are OC1CN(C1)C(=O)OC(C)(C)C (tert-Butyl 3-hydroxyazetidine-1-carboxylate), C1CCOC1 (THF), [H-].[Na+] (sodium hydride), C(C1=CC=CC=C1)Br (Benzyl bromide). Run in CCOC(=O)C (EtOAc), O (Water). Run at time 10 minute. Yields the product C(C1=CC=CC=C1)OC1CNC1 (3-(benzyloxy)azetidine). Reaction SMILES: [OH:1][CH:2]1[CH2:5][N:4](C(OC(C)(C)C)=O)[CH2:3]1.C1COCC1.[H-].[Na+].[CH2:20](Br)[C:21]1[CH:26]=[CH:25][CH:24]=[CH:23][CH:22]=1>CCOC(C)=O.O>[CH2:20]([O:1][CH:2]1[CH2:3][NH:4][CH2:5]1)[C:21]1[CH:26]=[CH:25][CH:24]=[CH:23][CH:22]=1 |f:2.3|. Procedure: tert-Butyl 3-hydroxyazetidine-1-carboxylate (3.0 g) was mixed with THF (30 ml), and sodium hydride (55% suspended in oil) (600 mg) was added thereto, followed by stirring at room temperature for 10 minutes. Benzyl bromide (2.5 ml) was added thereto, followed by stirring at room temperature for 3 hours. Water and EtOAc were added to the reaction mixture, and the organic layer was dried over Na2SO4 and concentrated under reduced pressure. The obtained residue was mixed with DCE (30 ml), and TFA (1...